This data is from the Open Reaction Database (ORD), a public repository of structured organic reaction records. The task is: describe an organic reaction: reactants, conditions, products, and yield Starting materials: ClC=1C(=NC(=C(N1)Cl)Cl)SCCl (3,5,6-trichloro-2-(chloromethylthio)pyrazine), [S-]C#N.[Na+] (sodium thiocyanate), [S-]C#N.[Na+] (sodium thiocyanate). Solvent: CN(C=O)C (dimethylformamide). Run at temperature 75 celsius. The product is ClC=1C(=NC(=C(N1)Cl)Cl)SCSC#N (3,5,6-Trichloro-2-(thiocyanatomethylthio)pyrazine). RXN SMILES: [Cl:1][C:2]1[C:3]([S:10][CH2:11]Cl)=[N:4][C:5]([Cl:9])=[C:6]([Cl:8])[N:7]=1.[S-:13][C:14]#[N:15].[Na+]>CN(C)C=O>[Cl:1][C:2]1[C:3]([S:10][CH2:11][S:13][C:14]#[N:15])=[N:4][C:5]([Cl:9])=[C:6]([Cl:8])[N:7]=1 |f:1.2|. Reported procedure: To a solution of 4.0 grams (0.015 mole) of 3,5,6-trichloro-2-(chloromethylthio)pyrazine in 75 milliliters of dimethylformamide was added 1.6 grams (0.02 mole) of sodium thiocyanate. The reaction mixture was heated to 75° C and monitored by nuclear magnetic resonance spectroscopy. An additional 4.8 grams (0.06 mole) of sodium thiocyanate was incrementally added until the reaction was complete (5 days). The solvent was removed by evaporation under reduced pressure and the residue remaining was dis...